Dataset: the Open Reaction Database (ORD), a public repository of structured organic reaction records. Task: describe an organic reaction: reactants, conditions, products, and yield Starting materials: CCOC(=O)Cc1nnc(S)o1, CCO, N. Yields the product NC(=O)Cc1nnc(S)o1. As a reaction SMILES: [C:1](=[O:2])([O:3][CH2:4][CH3:5])[CH2:6][c:7]1[o:8][c:9]([SH:12])[n:10][n:11]1.[CH3:14][CH2:15][OH:16].[NH3:13]>>[C:1](=[O:2])([CH2:6][c:7]1[o:8][c:9]([SH:12])[n:10][n:11]1)[NH2:13]. The reactants are [OH-].[Na+] (sodium hydroxide), ClC1=C(C=CC=C1)N1N=C(C=C1SC1=NC=C(C=C1)C)C(=O)OCC (ethyl 1-(2-chlorophenyl)-5-[(5-methylpyridin-2-yl)thio]-1H-pyrazole-3-carboxylate), solution, [H-].C(C(C)C)[Al+]CC(C)C (diisobutylaluminum hydride). Solvent: O1CCCC1 (tetrahydrofuran), C1(=CC=CC=C1)C (toluene). Run at temperature 0 celsius, time 1 hour. The product is ClC1=C(C=CC=C1)N1N=C(C=C1SC1=NC=C(C=C1)C)C=O (1-(2-chlorophenyl)-5-[(5-methylpyridin-2-yl)thio]-1H-pyrazole-3-carbaldehyde). The yield is 75.2%. Reaction SMILES: [Cl:1][C:2]1[CH:7]=[CH:6][CH:5]=[CH:4][C:3]=1[N:8]1[C:12]([S:13][C:14]2[CH:19]=[CH:18][C:17]([CH3:20])=[CH:16][N:15]=2)=[CH:11][C:10]([C:21](OCC)=[O:22])=[N:9]1.[H-].C([Al+]CC(C)C)C(C)C.[OH-].[Na+]>O1CCCC1.C1(C)C=CC=CC=1>[Cl:1][C:2]1[CH:7]=[CH:6][CH:5]=[CH:4][C:3]=1[N:8]1[C:12]([S:13][C:14]2[CH:19]=[CH:18][C:17]([CH3:20])=[CH:16][N:15]=2)=[CH:11][C:10]([CH:21]=[O:22])=[N:9]1 |f:1.2,3.4|. Procedure details: To a solution of ethyl 1-(2-chlorophenyl)-5-[(5-methylpyridin-2-yl)thio]-1H-pyrazole-3-carboxylate (642 mg) in tetrahydrofuran (10 mL) was added a 1.5 mol/L solution (3.4 mL) of diisobutylaluminum hydride in toluene at −78° C., and the mixture was stirred at 0° C. for 1 hr. 1 mol/L Aqueous sodium hydroxide solution was added to the reaction mixture, and the mixture was extracted with ethyl acetate. The extract was washed with water, saturated aqueous sodium hydrogen carbonate solution and satura...